From a dataset of the Open Reaction Database (ORD), a public repository of structured organic reaction records. describe an organic reaction: reactants, conditions, products, and yield Starting materials: ClC1=CC=C(CC=2C(=C(C(=C(C(=O)OC)C2)C=C)C)C)C=C1 (methyl 5-(4-chlorobenzyl)-3,4-dimethyl-2-vinylbenzoate), CC(=O)C (acetone), C(C)#N (acetonitrile), I(=O)(=O)(=O)[O-].[Na+] (sodium periodate). The reagents and catalysts are [Os]=O (osmium oxide), [Os]=O (osmium oxide). The solvent is O (water). Run at time 8 hour. The product is ClC1=CC=C(CC=2C(=C(C(=C(C(=O)OC)C2)C=O)C)C)C=C1 (methyl 5-(4-chlorobenzyl)-2-formyl-3,4-dimethylbenzoate). Reaction SMILES: [Cl:1][C:2]1[CH:22]=[CH:21][C:5]([CH2:6][C:7]2[C:8]([CH3:20])=[C:9]([CH3:19])[C:10]([CH:17]=C)=[C:11]([CH:16]=2)[C:12]([O:14][CH3:15])=[O:13])=[CH:4][CH:3]=1.CC(C)=[O:25].C(#N)C.I([O-])(=O)(=O)=O.[Na+]>[Os]=O.O>[Cl:1][C:2]1[CH:3]=[CH:4][C:5]([CH2:6][C:7]2[C:8]([CH3:20])=[C:9]([CH3:19])[C:10]([CH:17]=[O:25])=[C:11]([CH:16]=2)[C:12]([O:14][CH3:15])=[O:13])=[CH:21][CH:22]=1 |f:3.4|. Procedure: To a solution of methyl 5-(4-chlorobenzyl)-3,4-dimethyl-2-vinylbenzoate (0.17 g) in a mixed solvent of acetone (4.00 mL)-acetonitrile (4.00 mL)-water (4.00 mL) were added osmium oxide (fixed catalyst I) (0.07 g) and sodium periodate (0.58 g), and the mixture was stirred overnight at room temperature under argon atmosphere. The reaction mixture was filtered, the filtrate was concentrated under reduced pressure, and the residue was extracted with ethyl acetate. The organic layer was washed with wa... The reactants are C(CCC=C)(=O)Cl (4-Pentenoyl chloride), [O-]C1=CC=CC=C1.[Na+] (sodium phenoxide), O (H2O). Run in C1CCOC1 (THF). Run at time 24 hour. The product is C(CCC=C)(=O)OC1=CC=CC=C1 (Phenyl 4-pentenoate). Yield: 90.0%. Reaction SMILES: [C:1](Cl)(=[O:6])[CH2:2][CH2:3][CH:4]=[CH2:5].[O-:8][C:9]1[CH:14]=[CH:13][CH:12]=[CH:11][CH:10]=1.[Na+].O>C1COCC1>[C:1]([O:8][C:9]1[CH:14]=[CH:13][CH:12]=[CH:11][CH:10]=1)(=[O:6])[CH2:2][CH2:3][CH:4]=[CH2:5] |f:1.2|. Reported procedure: 4-Pentenoyl chloride (8.16 g, 69.1 mmol) was added dropwise to sodium phenoxide (8.02 g, 69.1 mmol) in THF (160 ml) at 20° C. After 24 hours at 20° C. H2O (100 ml) was added and the aqueous phase was extracted with Et2O (3×200 ml). The organic phase was washed with NaHCO3 (2×200 ml), brine (2×200 ml) to neutrality, then dried (Na2SO4), filtered, concentrated and bulb-to-bulb distilled to afford the desired title ester in 90% yield. B.p.: 70° C./0.04 mbar. Starting materials: FC1=C(C=CC(=C1)F)C#C (2,4-difluorophenylacetylene), NC1=C(CS)C=CC=C1 (2-aminobenzyl mercaptan), [Na] (sodium). Yields the product FC1=C(\C=C/C(C2=C(C=CC=C2)N)SC(C2=C(C=CC=C2)N)\C=C/C2=C(C=C(C=C2)F)F)C=CC(=C1)F ((Z)-2,4-difluorostyryl-2-aminobenzylsulfide). As a reaction SMILES: [F:1][C:2]1[CH:7]=[C:6]([F:8])[CH:5]=[CH:4][C:3]=1[C:9]#[CH:10].[NH2:11][C:12]1[CH:19]=[CH:18][CH:17]=[CH:16][C:13]=1[CH2:14][SH:15].[Na]>>[F:1][C:2]1[CH:7]=[C:6]([F:8])[CH:5]=[CH:4][C:3]=1/[CH:9]=[CH:10]\[CH:14]([S:15][CH:14](/[CH:10]=[CH:9]\[C:3]1[CH:4]=[CH:5][C:6]([F:8])=[CH:7][C:2]=1[F:1])[C:13]1[CH:16]=[CH:17][CH:18]=[CH:19][C:12]=1[NH2:11])[C:13]1[CH:16]=[CH:17][CH:18]=[CH:19][C:12]=1[NH2:11] |^1:19|. Procedure details: A solution of 2,4-difluorophenylacetylene (0.02 mol), 2-aminobenzyl mercaptan (0.02 mol) and metallic sodium (0.02 g atom) is subjected to the General Procedure to form (Z)-2,4-difluorostyryl-2-aminobenzylsulfide. The title compound is obtained following oxidation of the sulfide, according to the General Procedure. Product: CC(C)(n1cncn1)C(O)(Cn1cncn1)c1ccc(Cl)cc1. RXN SMILES: [C:24](=[O:25])([O-:26])[O-:27].[CH3:30][N:31]([CH3:32])[CH:33]=[O:34].[Cl:1][c:2]1[cH:3][cH:4][c:5]([C:8]2([C:11]([CH3:12])([CH3:13])[n:14]3[n:15][cH:16][n:17][cH:18]3)[O:9][CH2:10]2)[cH:6][cH:7]1.[K+:28].[K+:29].[nH:19]1[n:20][cH:21][n:22][cH:23]1>>[Cl:1][c:2]1[cH:3][cH:4][c:5]([C:8]([OH:9])([CH2:10][n:19]2[n:20][cH:21][n:22][cH:23]2)[C:11]([CH3:12])([CH3:13])[n:14]2[n:15][cH:16][n:17][cH:18]2)[cH:6][cH:7]1. The reactants are O=C([O-])[O-], CN(C)C=O, CC(C)(n1cncn1)C1(c2ccc(Cl)cc2)CO1, [K+], [K+], c1nc[nH]n1. Starting materials: BrC=1C=CC(=NC1)Cl (5-Bromo-2-chloropyridine), C1(CCCC1)=O (Cyclopentanone). The solvent is C(C)OCC (diethyl ether). Reaction conditions: temperature -20 celsius, time 1 hour. Yields the product ClC1=CC=C(C=N1)C1(CCCC1)O (1-(6-chloro-pyridin-3-yl)cyclopentanol). Isolated yield 75.6%. As a reaction SMILES: Br[C:2]1[CH:3]=[CH:4][C:5]([Cl:8])=[N:6][CH:7]=1.[C:9]1(=[O:14])[CH2:13][CH2:12][CH2:11][CH2:10]1>C(OCC)C>[Cl:8][C:5]1[N:6]=[CH:7][C:2]([C:9]2([OH:14])[CH2:13][CH2:12][CH2:11][CH2:10]2)=[CH:3][CH:4]=1. Procedure details: 5-Bromo-2-chloropyridine (3.0 g, 15.6 mmol) was dissolved in diethyl ether (100 mL) in an oven-dried, nitrogen-flushed 250 mL round bottomed flask and cooled in a dry ice/acetone bath under nitrogen. n-BuLi (1.05 g, 16.4 mmol, 6.6 mL of a 2.5 M solution in hexanes) was added via syringe and the orange heterogenous mixture allowed to stir for 1 hour. Cyclopentanone (1.3 g, 15.6 mmol) was added via syringe and the mixture allowed to warm to −20° C. before being quenched with 1N HCl. The mixture wa... Starting materials: C(CC(=O)C)(=O)OCC (ethyl acetoacetate), S(O)(O)(=O)=O (sulphuric acid), C(C)(C)O (isopropanol). Reaction SMILES: [C:1]([O:7][CH2:8][CH3:9])(=[O:6])[CH2:2][C:3]([CH3:5])=[O:4].S(=O)(=O)(O)O.[CH:15](O)(C)C>>[C:1]([O:7][CH:8]([CH3:15])[CH3:9])(=[O:6])[CH2:2][C:3]([CH3:5])=[O:4]. The product is C(CC(=O)C)(=O)OC(C)C (isopropyl acetoacetate). Reported procedure: A solution of ethyl acetoacetate (250 g.) and concentrated sulphuric acid (10 ml.) in isopropanol (1500 ml.) was heated at reflux for 3 hours. The solvent was removed by distillation, the residue was neutralised by treatment with barium carbonate, filtered and distilled under reduced pressure to give isopropyl acetoacetate (139 g.), b.p. 79°-82° C./20 mm Hg, in the form of a colourless liquid. Reactants: COC(=O)c1ccc2c(c1)SCCC2NC(=O)OCc1ccccc1, CO, Cl, [Na+], C1CCOC1, [OH-], O. The product is O=C(NC1CCSc2cc(C(=O)O)ccc21)OCc1ccccc1. As a reaction SMILES: [CH3:1][O:2][C:3](=[O:4])[c:5]1[cH:6][cH:7][c:8]2[c:13]([cH:14]1)[S:12][CH2:11][CH2:10][CH:9]2[NH:15][C:16](=[O:17])[O:18][CH2:19][c:20]1[cH:21][cH:22][cH:23][cH:24][cH:25]1.[CH3:29][OH:30].[ClH:28].[Na+:27].[O:31]1[CH2:32][CH2:33][CH2:34][CH2:35]1.[OH-:26].[OH2:36]>>[O:2]=[C:3]([OH:4])[c:5]1[cH:6][cH:7][c:8]2[c:13]([cH:14]1)[S:12][CH2:11][CH2:10][CH:9]2[NH:15][C:16](=[O:17])[O:18][CH2:19][c:20]1[cH:21][cH:22][cH:23][cH:24][cH:25]1.